Dataset: the Open Reaction Database (ORD), a public repository of structured organic reaction records. Task: describe an organic reaction: reactants, conditions, products, and yield Reactants: C(C)(C)(C)OC(N(C)C[C@@H]1CC[C@H](CC1)C=C(Br)Br)=O (trans-[4-(2,2-dibromo-vinyl)-cyclohexylmethyl]-methyl-carbamic acid tert-butyl ester), C(CCC)[Li] (n-butyl-lithium), C=O (paraformaldehyde). Run in O1CCCC1 (tetrahydrofuran). Yields the product C(C)(C)(C)OC(N(C)C[C@@H]1CC[C@H](CC1)C#CCO)=O (trans-[4-(3-hydroxy-prop-1-ynyl)-cyclohexylmethyl]-methyl-carbamic acid tert-butyl ester). Yield: 53.8%. As a reaction SMILES: [C:1]([O:5][C:6](=[O:20])[N:7]([CH2:9][C@H:10]1[CH2:15][CH2:14][C@H:13]([CH:16]=[C:17](Br)Br)[CH2:12][CH2:11]1)[CH3:8])([CH3:4])([CH3:3])[CH3:2].C([Li])CCC.[CH2:26]=[O:27]>O1CCCC1>[C:1]([O:5][C:6](=[O:20])[N:7]([CH2:9][C@H:10]1[CH2:15][CH2:14][C@H:13]([C:16]#[C:17][CH2:26][OH:27])[CH2:12][CH2:11]1)[CH3:8])([CH3:4])([CH3:3])[CH3:2]. Reported procedure: A solution of 32.9 g (80 mmol) of trans-[4-(2,2-dibromo-vinyl)-cyclohexylmethyl]-methyl-carbamic acid tert-butyl ester in 640 ml tetrahydrofuran was treated at −78° C. with 105 ml (168 mmol) of n-butyl-lithium (ca 1.6 M in hexane). After 2 hours at this temperature, 24 g (800 mmol) of paraformaldehyde were added. The reaction mixture was warmed up to room temperature for 3 hours and after 0.5 hours at this temperature extracted with water/ether (3×). The organic phases were washed with aqueous 1... The product is CCOC(=O)Nc1cccc(CC)c1C(=O)O. RXN SMILES: [CH2:1]([CH3:2])[O:3][C:4](=[O:5])[NH:6][c:7]1[c:8]([C:9](=[O:10])[OH:11])[c:12]([CH:16]=[CH2:17])[cH:13][cH:14][cH:15]1.[CH3:18][CH2:19][OH:20]>>[CH2:1]([CH3:2])[O:3][C:4](=[O:5])[NH:6][c:7]1[c:8]([C:9](=[O:10])[OH:11])[c:12]([CH2:16][CH3:17])[cH:13][cH:14][cH:15]1. The reactants are C=Cc1cccc(NC(=O)OCC)c1C(=O)O, CCO. Starting materials: O=C([O-])[O-], CC(C)(C)c1ccc(CCl)cc1, c1ccc2c(c1)CCC1CNCCC21, [K+], [K+], CN(C)C=O. Reaction SMILES: [C:15](=[O:16])([O-:17])[O-:18].[C:21]([CH3:22])([CH3:23])([CH3:24])[c:25]1[cH:26][cH:27][c:28]([CH2:29][Cl:30])[cH:31][cH:32]1.[CH2:1]1[CH2:2][NH:3][CH2:4][CH:5]2[CH2:6][CH2:7][c:8]3[c:9]([cH:11][cH:12][cH:13][cH:14]3)[CH:10]12.[K+:19].[K+:20].[O:33]=[CH:34][N:35]([CH3:36])[CH3:37]>>[CH2:1]1[CH2:2][N:3]([CH2:29][c:28]2[cH:27][cH:26][c:25]([C:21]([CH3:22])([CH3:23])[CH3:24])[cH:32][cH:31]2)[CH2:4][CH:5]2[CH2:6][CH2:7][c:8]3[c:9]([cH:11][cH:12][cH:13][cH:14]3)[CH:10]12. The product is CC(C)(C)c1ccc(CN2CCC3c4ccccc4CCC3C2)cc1. Starting materials: CO, N, N#Cc1ccc2ncccc2c1. Yields the product NCc1ccc2ncccc2c1. As a reaction SMILES: [CH3:14][OH:15].[NH3:13].[n:1]1[cH:2][cH:3][cH:4][c:5]2[cH:6][c:7]([C:11]#[N:12])[cH:8][cH:9][c:10]12>>[n:1]1[cH:2][cH:3][cH:4][c:5]2[cH:6][c:7]([CH2:11][NH2:12])[cH:8][cH:9][c:10]12.